Task: describe an organic reaction: reactants, conditions, products, and yield. Dataset: the Open Reaction Database (ORD), a public repository of structured organic reaction records The reactants are C1(=CC=CC=C1)C=CCO (3-phenyl-2-propen-1-ol), [Na+].[Br-] (NaBr), CO (methanol). Yields the product O1CC1C(C1=CC=CC=C1)OC (1,2-epoxy-3-methoxy-3-phenylpropane). Reaction SMILES: [C:1]1([CH:7]=[CH:8][CH2:9][OH:10])[CH:6]=[CH:5][CH:4]=[CH:3][CH:2]=1.[Na+].[Br-].[CH3:13][OH:14]>>[O:10]1[CH:8]([CH:7]([O:14][CH3:13])[C:1]2[CH:6]=[CH:5][CH:4]=[CH:3][CH:2]=2)[CH2:9]1 |f:1.2|. Procedure details: Electrolyte: 300 g (2.239 moles) of 3-phenyl-2-propen-1-ol, 60 g of NaBr, and 2,640 g of methanol Starting materials: C1CCOC1, CO, O=C=NCCCl, Cc1cc(N)c2ccccc2n1. The product is Cc1cc(NC(=O)NCCCl)c2ccccc2n1. As a reaction SMILES: [CH2:21]1[O:22][CH2:23][CH2:24][CH2:25]1.[CH3:19][OH:20].[Cl:13][CH2:14][CH2:15][N:16]=[C:17]=[O:18].[NH2:1][c:2]1[cH:3][c:4]([CH3:12])[n:5][c:6]2[cH:7][cH:8][cH:9][cH:10][c:11]12>>[NH:1]([c:2]1[cH:3][c:4]([CH3:12])[n:5][c:6]2[cH:7][cH:8][cH:9][cH:10][c:11]12)[C:17]([NH:16][CH2:15][CH2:14][Cl:13])=[O:18]. Starting materials: COCOC1=CC=C2C(C(COC2=C1)(C)C1=CC=C(C=C1)OCOC)C1=CC=C(C=C1)OC[C@@H](COCCSCCCC(C(F)(F)F)(F)F)O (7-methoxymethoxy-3-(4-methoxymethoxyphenyl)-3-methyl-4-(4-(3-(2-(4,4,5,5,5-pentafluoropentylthio)ethoxy)-(R)-2-hydroxypropyloxy)phenyl)chroman), Cl (HCl), O (Water). Solvent: CO (methanol). Conditions: temperature 70 celsius, time 40 minute. The product is OC1=CC=C2C(C(COC2=C1)(C)C1=CC=C(C=C1)O)C1=CC=C(C=C1)OC[C@@H](COCCSCCCC(C(F)(F)F)(F)F)O ((3RS,4RS)-7-hydroxy-3-(4-hydroxyphenyl)-3-methyl-4-(4-(3-(2-(4,4,5,5,5-pentafluoropentylthio)ethoxy)-(R)-2-hydroxypropyloxy)phenyl)chroman). Isolated yield 68.3%. RXN SMILES: COC[O:4][C:5]1[CH:14]=[C:13]2[C:8]([CH:9]([C:26]3[CH:31]=[CH:30][C:29]([O:32][CH2:33][C@H:34]([OH:50])[CH2:35][O:36][CH2:37][CH2:38][S:39][CH2:40][CH2:41][CH2:42][C:43]([F:49])([F:48])[C:44]([F:47])([F:46])[F:45])=[CH:28][CH:27]=3)[C:10]([C:16]3[CH:21]=[CH:20][C:19]([O:22]COC)=[CH:18][CH:17]=3)([CH3:15])[CH2:11][O:12]2)=[CH:7][CH:6]=1.Cl.O>CO>[OH:4][C:5]1[CH:14]=[C:13]2[C:8]([CH:9]([C:26]3[CH:27]=[CH:28][C:29]([O:32][CH2:33][C@H:34]([OH:50])[CH2:35][O:36][CH2:37][CH2:38][S:39][CH2:40][CH2:41][CH2:42][C:43]([F:49])([F:48])[C:44]([F:45])([F:46])[F:47])=[CH:30][CH:31]=3)[C:10]([C:16]3[CH:17]=[CH:18][C:19]([OH:22])=[CH:20][CH:21]=3)([CH3:15])[CH2:11][O:12]2)=[CH:7][CH:6]=1. Procedure details: To a solution of 7-methoxymethoxy-3-(4-methoxymethoxyphenyl)-3-methyl-4-(4-(3-(2-(4,4,5,5,5-pentafluoropentylthio)ethoxy)-(R)-2-hydroxypropyloxy)phenyl)chroman (440 mg, 0.613 mmol) in methanol (9 ml) was added 6N HCl (3 ml) at room temperature, which was stirred for 40 minutes at 70° C. Water was added thereto, and the resulting solution was extracted with ethyl acetate. Then, the organic layer was washed with water and saturated sodium chloride solution, dried over anhydrous magnesium sulfate, ...